Dataset: the Open Reaction Database (ORD), a public repository of structured organic reaction records. Task: describe an organic reaction: reactants, conditions, products, and yield RXN SMILES: [CH3:28][O:29][c:30]1[cH:31][c:32](-[c:36]2[nH:37][c:38]([NH2:41])[n:39][n:40]2)[cH:33][cH:34][cH:35]1.[CH:19]([N:20]([CH2:21][CH3:22])[CH:23]([CH3:24])[CH3:25])([CH3:26])[CH3:27].[CH:1]1([CH2:4][S:5](=[O:6])(=[O:7])[C:8]([C:9](=[O:10])[OH:11])([CH3:12])[CH3:13])[CH2:2][CH2:3]1.[Cl-:14].[S:15]([Cl:16])([Cl:17])=[O:18]>>[CH:1]1([CH2:4][S:5](=[O:6])(=[O:7])[C:8]([C:9](=[O:11])[NH:41][c:38]2[nH:37][c:36](-[c:32]3[cH:31][c:30]([O:29][CH3:28])[cH:35][cH:34][cH:33]3)[n:40][n:39]2)([CH3:12])[CH3:13])[CH2:2][CH2:3]1. Yields the product COc1cccc(-c2nnc(NC(=O)C(C)(C)S(=O)(=O)CC3CC3)[nH]2)c1. The reactants are COc1cccc(-c2nnc(N)[nH]2)c1, CCN(C(C)C)C(C)C, CC(C)(C(=O)O)S(=O)(=O)CC1CC1, [Cl-], O=S(Cl)Cl.